Dataset: the Open Reaction Database (ORD), a public repository of structured organic reaction records. Task: describe an organic reaction: reactants, conditions, products, and yield Starting materials: N#N (N2), C1=CC=CC=2C3=CC=CC=C3C3=CC=CC=C3C12 (triphenylene), ClCC(CCl)OC(CCl)CCl (1,1-dichloromethylmethylether), Cl (HCl), Cl[Sn](Cl)(Cl)Cl (SnCl4). The solvent is ClC1=C(C=CC=C1)Cl (o-dichlorobenzene), O (H2O). Conditions: time 16 hour. The product is C1=C(C=CC=2C3=CC=CC=C3C3=CC=CC=C3C12)C=O (2-triphenylenecarbaldehyde). As a reaction SMILES: N#N.[CH:3]1[C:20]2[C:19]3[C:14](=[CH:15][CH:16]=[CH:17][CH:18]=3)[C:13]3[C:8](=[CH:9][CH:10]=[CH:11][CH:12]=3)[C:7]=2[CH:6]=[CH:5][CH:4]=1.Cl[Sn](Cl)(Cl)Cl.ClC[CH:28]([O:31]C(CCl)CCl)CCl.Cl>O.ClC1C=CC=CC=1Cl>[CH:6]1[C:7]2[C:8]3[C:13](=[CH:12][CH:11]=[CH:10][CH:9]=3)[C:14]3[C:19](=[CH:18][CH:17]=[CH:16][CH:15]=3)[C:20]=2[CH:3]=[CH:4][C:5]=1[CH:28]=[O:31]. Procedure details: A 1 L 3-neck flask fitted with overhead mechanical stirrer, thermometer, condenser, and N2 line was charged with triphenylene (Aldrich Chemical Co., Milwaukee, WI, 53201, 30 g, 0.131 mol) and o-dichlorobenzene (150 mL). The liquid was warmed until all the large chunks of solid dissolved (80°) and then cooled quickly to give finely divided crystals. After further cooling with a salt-ice bath to 5°, SnCl4 (Aldrich, 98%, 58 g, 0.223 mol, 26 mL), was added in one portion to the mixture. No temperatu... Reactants: C(C)OC(=O)N1CCN(CC1)C([C@H](CCC(=O)OC(C)(C)C)NC(=O)C1=NC(=NC(=C1)Cl)C1=CC=CC=C1)=O (4-{(S)-4-tert-butoxycarbonyl-2-[(6-chloro-2-phenyl-pyrimidine-4-carbonyl)-amino]-butyryl}-piperazine-1-carboxylic acid ethyl ester), C(C(C)C)B(O)O (isobutylboronic acid). The product is C(C)OC(=O)N1CCN(CC1)C([C@H](CCC(=O)OC(C)(C)C)NC(=O)C1=NC(=NC(=C1)CC(C)C)C1=CC=CC=C1)=O (4-{(S)-4-tert-butoxycarbonyl-2-[(6-isobutyl-2-phenyl-pyrimidine-4-carbonyl)-amino]-butyryl}-piperazine-1-carboxylic acid ethyl ester). RXN SMILES: [CH2:1]([O:3][C:4]([N:6]1[CH2:11][CH2:10][N:9]([C:12](=[O:39])[C@@H:13]([NH:23][C:24]([C:26]2[CH:31]=[C:30](Cl)[N:29]=[C:28]([C:33]3[CH:38]=[CH:37][CH:36]=[CH:35][CH:34]=3)[N:27]=2)=[O:25])[CH2:14][CH2:15][C:16]([O:18][C:19]([CH3:22])([CH3:21])[CH3:20])=[O:17])[CH2:8][CH2:7]1)=[O:5])[CH3:2].[CH2:40](B(O)O)[CH:41]([CH3:43])[CH3:42]>>[CH2:1]([O:3][C:4]([N:6]1[CH2:11][CH2:10][N:9]([C:12](=[O:39])[C@@H:13]([NH:23][C:24]([C:26]2[CH:31]=[C:30]([CH2:40][CH:41]([CH3:43])[CH3:42])[N:29]=[C:28]([C:33]3[CH:38]=[CH:37][CH:36]=[CH:35][CH:34]=3)[N:27]=2)=[O:25])[CH2:14][CH2:15][C:16]([O:18][C:19]([CH3:22])([CH3:21])[CH3:20])=[O:17])[CH2:8][CH2:7]1)=[O:5])[CH3:2]. Procedure: This compound was prepared using a method analogous to that of Example 86, step 86.1, 4-{(S)-4-tert-butoxycarbonyl-2-[(6-chloro-2-phenyl-pyrimidine-4-carbonyl)-amino]-butyryl}-piperazine-1-carboxylic acid ethyl ester replacing 2-chloro-6-methyl-pyrimidine-4-carboxylic acid methyl ester and isobutylboronic acid replacing phenylboronic acid. Reactants: C(#N)C1=C(C=CC=C1)S(=O)(=O)N1C=C(C=C1C=1C(=NC=CC1)C#N)CN(C(OC(C)(C)C)=O)C (tert-Butyl {[1-[(2-cyanophenyl)sulfonyl]-5-(2-cyanopyridin-3-yl)-1H-pyrrol-3-yl]methyl}methylcarbamate), C(C)(=O)OCC.Cl (hydrogen chloride-ethyl acetate). The solvent is C(C)(=O)OCC (ethyl acetate), C(C)O (ethanol). Reaction conditions: time 2 hour. The product is Cl.C(#N)C1=C(C=CC=C1)S(=O)(=O)N1C(=CC(=C1)CNC)C=1C(=NC=CC1)C#N (3-{1-[(2-cyanophenyl)sulfonyl]-4-[(methylamino)methyl]-1H-pyrrol-2-yl}pyridine-2-carbonitrile hydrochloride). The yield is 89.0%. Reaction SMILES: [C:1]([C:3]1[CH:8]=[CH:7][CH:6]=[CH:5][C:4]=1[S:9]([N:12]1[C:16]([C:17]2[C:18]([C:23]#[N:24])=[N:19][CH:20]=[CH:21][CH:22]=2)=[CH:15][C:14]([CH2:25][N:26](C)[C:27](=O)OC(C)(C)C)=[CH:13]1)(=[O:11])=[O:10])#[N:2].C(OCC)(=O)C.[ClH:41]>C(OCC)(=O)C.C(O)C>[ClH:41].[C:1]([C:3]1[CH:8]=[CH:7][CH:6]=[CH:5][C:4]=1[S:9]([N:12]1[CH:13]=[C:14]([CH2:25][NH:26][CH3:27])[CH:15]=[C:16]1[C:17]1[C:18]([C:23]#[N:24])=[N:19][CH:20]=[CH:21][CH:22]=1)(=[O:11])=[O:10])#[N:2] |f:1.2,5.6|. Procedure details: tert-Butyl {[1-[(2-cyanophenyl)sulfonyl]-5-(2-cyanopyridin-3-yl)-1H-pyrrol-3-yl]methyl}methylcarbamate (239 mg) was dissolved in ethyl acetate (2 mL) and ethanol (2 mL), and 4 mol/L hydrogen chloride-ethyl acetate solution (4 mL) was added. After stirring at room temperature for 2 hr, the reaction mixture was concentrated under reduced pressure, and the residue was recrystallized from ethanol to give the title compound (yield 185 mg, yield 89%). Starting materials: O=C([O-])[O-], ClCc1ccccc1, Cl, Oc1ccc(Br)cc1F, [K+], [K+], O=C1CCCCC1. Product: Fc1cc(Br)ccc1OCc1ccccc1. As a reaction SMILES: [C:18](=[O:19])([O-:20])[O-:21].[Cl:10][CH2:11][c:12]1[cH:13][cH:14][cH:15][cH:16][cH:17]1.[ClH:24].[F:1][c:2]1[c:3]([OH:9])[cH:4][cH:5][c:6]([Br:8])[cH:7]1.[K+:22].[K+:23].[O:25]=[C:26]1[CH2:27][CH2:28][CH2:29][CH2:30][CH2:31]1>>[F:1][c:2]1[c:3]([O:9][CH2:11][c:12]2[cH:13][cH:14][cH:15][cH:16][cH:17]2)[cH:4][cH:5][c:6]([Br:8])[cH:7]1. The reactants are CCCCc1ncc(C=C2NC(=O)N(CCCC)C2=O)n1Cc1ccc(C(=O)OC)cc1, Cl, Cl, [K+], [K+], Nc1nc(CCl)cs1, O=C([O-])[O-], CN(C)C=O. Yields the product CCCCc1ncc(C=C2C(=O)N(CCCC)C(=O)N2Cc2csc(N)n2)n1Cc1ccc(C(=O)OC)cc1, Cl, Cl. RXN SMILES: [CH2:1]([CH2:2][CH2:3][CH3:4])[c:5]1[n:6]([CH2:22][c:23]2[cH:24][cH:25][c:26]([C:27](=[O:28])[O:29][CH3:30])[cH:31][cH:32]2)[c:7]([CH:10]=[C:11]2[NH:12][C:13](=[O:21])[N:14]([CH2:17][CH2:18][CH2:19][CH3:20])[C:15]2=[O:16])[cH:8][n:9]1.[ClH:39].[ClH:48].[K+:33].[K+:34].[NH2:40][c:41]1[s:42][cH:43][c:44]([CH2:46][Cl:47])[n:45]1.[O-:35][C:36]([O-:37])=[O:38].[O:49]=[CH:50][N:51]([CH3:52])[CH3:53]>>[CH2:1]([CH2:2][CH2:3][CH3:4])[c:5]1[n:6]([CH2:22][c:23]2[cH:24][cH:25][c:26]([C:27](=[O:28])[O:29][CH3:30])[cH:31][cH:32]2)[c:7]([CH:10]=[C:11]2[N:12]([CH2:46][c:44]3[cH:43][s:42][c:41]([NH2:40])[n:45]3)[C:13](=[O:21])[N:14]([CH2:17][CH2:18][CH2:19][CH3:20])[C:15]2=[O:16])[cH:8][n:9]1.[ClH:39].[ClH:47]. The reactants are C(C)OC(C1=CC(=C(C=C1)OC)OCCCC(F)(F)F)=O (4-methoxy-3-(4,4,4-trifluoro-butoxy)-benzoic acid ethyl ester), [OH-].[Na+] (NaOH), Cl (HCl), ice water. The solvent is C1CCOC1 (THF). Conditions: temperature 60 celsius, time 8 hour. Product: COC1=C(C=C(C(=O)O)C=C1)OCCCC(F)(F)F (4-Methoxy-3-(4,4,4-trifluoro-butoxy)-benzoic acid). As a reaction SMILES: C([O:3][C:4](=[O:21])[C:5]1[CH:10]=[CH:9][C:8]([O:11][CH3:12])=[C:7]([O:13][CH2:14][CH2:15][CH2:16][C:17]([F:20])([F:19])[F:18])[CH:6]=1)C.[OH-].[Na+].Cl>C1COCC1>[CH3:12][O:11][C:8]1[CH:9]=[CH:10][C:5]([C:4]([OH:21])=[O:3])=[CH:6][C:7]=1[O:13][CH2:14][CH2:15][CH2:16][C:17]([F:18])([F:20])[F:19] |f:1.2|. Procedure details: A mixture of 4-methoxy-3-(4,4,4-trifluoro-butoxy)-benzoic acid ethyl ester (0.93 g, 3.04 mmol) in THF (3 mL) and 2N NaOH (2.28 mL, 4.55 mmol) is heated with stirring at 60° C. overnight. After cooling, ice water is added and the pH is adjusted to 1 by addition of HCl 37% to form a white precipitate which is filtered off. The title compound is obtained after drying as white solid. TLC, Rf (hexane/AcOEt 1:1)=0.17. MS: 277.0 [M−H]+. tR (HPLC, Nucleosil C18HD column, 20-100% CH3CN/H2O/6 min, 100% CH...